This data is from the Open Reaction Database (ORD), a public repository of structured organic reaction records. The task is: describe an organic reaction: reactants, conditions, products, and yield The reactants are CC(C)(C)O, CCOCC, ClCCl, [Na+], [OH-], CN(CC1(c2ccccc2)CC1CO)C(=O)OC(C)(C)C. The product is CN(CC1(c2ccccc2)CC1C=O)C(=O)OC(C)(C)C. RXN SMILES: [CH3:27][C:28]([OH:29])([CH3:30])[CH3:31].[CH3:32][CH2:33][O:34][CH2:35][CH3:36].[Cl:24][CH2:25][Cl:26].[Na+:23].[OH-:22].[OH:1][CH2:2][CH:3]1[C:4]([c:6]2[cH:7][cH:8][cH:9][cH:10][cH:11]2)([CH2:12][N:13]([C:14]([O:15][C:16]([CH3:17])([CH3:18])[CH3:19])=[O:20])[CH3:21])[CH2:5]1>>[O:1]=[CH:2][CH:3]1[C:4]([c:6]2[cH:7][cH:8][cH:9][cH:10][cH:11]2)([CH2:12][N:13]([C:14]([O:15][C:16]([CH3:17])([CH3:18])[CH3:19])=[O:20])[CH3:21])[CH2:5]1.